From a dataset of the Open Reaction Database (ORD), a public repository of structured organic reaction records. describe an organic reaction: reactants, conditions, products, and yield Starting materials: CC1(CCC(CC1)OCOCC[Si](C)(C)C)C(=O)O (1-methyl-4-[[2-(trimethylsilyl)ethoxy]methoxy]cyclohexane-1-carboxylic acid), C=1C=CC(=CC1)P(=O)(C=2C=CC=CC2)N=[N+]=[N-] (DPPA), TEA, C(C)(C)(C)O (tert-butanol). The product is N(=C=O)C1(CCC(CC1)OCOCC[Si](C)(C)C)C ((2-[[(4-isocyanato-4-methylcyclohexyl)oxy]methoxy]ethyl)trimethylsilane). Yield: 49.0%. Reaction SMILES: C[C:2]1([C:17](O)=O)[CH2:7][CH2:6][CH:5]([O:8][CH2:9][O:10][CH2:11][CH2:12][Si:13]([CH3:16])([CH3:15])[CH3:14])[CH2:4][CH2:3]1.C1C=CC(P([N:34]=[N+]=[N-])(C2C=CC=CC=2)=O)=CC=1.[C:37]([OH:41])(C)(C)C>>[N:34]([C:2]1([CH3:17])[CH2:3][CH2:4][CH:5]([O:8][CH2:9][O:10][CH2:11][CH2:12][Si:13]([CH3:14])([CH3:15])[CH3:16])[CH2:6][CH2:7]1)=[C:37]=[O:41]. Procedure details: To a solution of 1-methyl-4-[[2-(trimethylsilyl)ethoxy]methoxy]cyclohexane-1-carboxylic acid (3.1 g, 10.75 mmol, 1.00 equiv) in tert-butanol (40 mL) was added DPPA (5.33 g, 19.37 mmol, 1.80 equiv) and TEA (3.28 g, 32.41 mmol, 3.02 equiv) at room temperature. The resulting solution was heated to reflux overnight and cooled down to room temperature. The reaction was quenched with water and extracted with 3×100 mL of ethyl acetate. The combined organic layers were washed with brine, dried over sodi... Starting materials: CCOC(=O)C (EtOAc), COC(=O)C=1CC=2C(N=NN2)=CC1 (Benzotriazole-5-carboxylic acid methyl ester), CI (Methyliodide), [H-].[Na+] (NaH). Run in CN(C)C=O (DMF). Reaction conditions: temperature 0 celsius, time 30 minute. Yields the product COC(=O)C=1C(C=2C(N=NN2)=CC1)C (Methyl-benzotriazole-5-carboxylic acid methyl ester). RXN SMILES: [CH3:1][O:2][C:3]([C:5]1[CH2:6][C:7]2[C:8](=[CH:12][CH:13]=1)[N:9]=[N:10][N:11]=2)=[O:4].[H-].[Na+].CI.[CH3:18]COC(C)=O>CN(C=O)C>[CH3:1][O:2][C:3]([C:5]1[CH:6]([CH3:18])[C:7]2[C:8](=[CH:12][CH:13]=1)[N:9]=[N:10][N:11]=2)=[O:4] |f:1.2|. Procedure details: 1 g of Benzotriazole-5-carboxylic acid methyl ester (5.64 mmol) was dissolved in 20 ml DMF at 0° C. To this solution was added 1 eq. of NaH (60%) at 0° C. The mixture was stirred for 30 min at 0° C., 801 mg (1 eq.) of Methyliodide were slowly added, and the resulting reaction mixture was stirred for 2 h at rt. EtOAc was added and the organic layer was washed extensively with brine and water, dried over MgSO4 and filtered to afford 1 g of crude Methyl-benzotriazole-5-carboxylic acid methyl ester ... The reactants are Cl (HCl), NCC1CC2=CC=CC=C2CC1 (2-Aminomethyl-1,2,3,4-tetrahydronaphthalene), C(C1=CC=CC=C1)=O (benzaldehyde), [BH3-]C#N.[Na+] (NaBH3CN). Solvent: CO (methanol). Run at time 16 hour. Product: C(C1=CC=CC=C1)NCC1CC2=CC=CC=C2CC1 (2-Benzylaminomethyl-1,2,3,4-tetrahydronaphthalene). Reaction SMILES: [NH2:1][CH2:2][CH:3]1[CH2:12][CH2:11][C:10]2[C:5](=[CH:6][CH:7]=[CH:8][CH:9]=2)[CH2:4]1.[CH:13](=O)[C:14]1[CH:19]=[CH:18][CH:17]=[CH:16][CH:15]=1.[BH3-]C#N.[Na+].Cl>CO>[CH2:13]([NH:1][CH2:2][CH:3]1[CH2:12][CH2:11][C:10]2[C:5](=[CH:6][CH:7]=[CH:8][CH:9]=2)[CH2:4]1)[C:14]1[CH:19]=[CH:18][CH:17]=[CH:16][CH:15]=1 |f:2.3|. Reported procedure: A solution of 2-aminomethyl-1,2,3,4-tetrahydronaphthalene (XXXI) (14.5 g), benzaldehyde (9.7 g) and NaBH3CN (5.8 g) in methanol (150 ml) was cooled to 0°. Concentrated HCl was added dropwise until the apparent pH (litmus) was 3-4. The mixture was then stirred 16 hours at 0°. The solvent was evaporated, and the residue was dissolved in EtOAc, which was washed with saturated NaHCO3 solution, dried (MgSO4), and evaporated. The residual oil was dissolved in MeOH, and a slight excess of concentrated ... The solvent is [OH-].[Na+] (NaOH). The reactants are O (H2O), Cl (HCl), C(C)(C)(C)C=1C=C(C(=O)OC)C=CC1OC (Methyl 3-tert-butyl-4-methoxybenzoate), CO (methanol), C(C)(C)(C)C=1C=C(C(=O)OC)C=CC1OC (methyl 3-tert-butyl-4-methoxybenzoate). As a reaction SMILES: [C:1]([C:5]1[CH:6]=[C:7]([CH:12]=[CH:13][C:14]=1[O:15][CH3:16])[C:8]([O:10]C)=[O:9])([CH3:4])([CH3:3])[CH3:2].CO.O.Cl>[OH-].[Na+]>[C:1]([C:5]1[CH:6]=[C:7]([CH:12]=[CH:13][C:14]=1[O:15][CH3:16])[C:8]([OH:10])=[O:9])([CH3:4])([CH3:2])[CH3:3] |f:4.5|. The product is C(C)(C)(C)C=1C=C(C(=O)O)C=CC1OC (3-tert-butyl-4-methoxybenzoic acid). Procedure: Preparation C11, Step 2: Methyl 3-tert-butyl-4-methoxybenzoate (1.12 g, 5.03 mmol, 1 eq) was dissolved in 1N NaOH in methanol (50.38 mL, 50.3 mmol, 10 eq) at room temperature then refluxed for 4 hours. Worked up stripping off the methanol. Added H2O (10 mL) then adjusted the pH to 3 with 6N HCl. Solids precipitated. Extracted the suspension 3 times with methylene chloride (20 mL). The organic layers were combined, dried (sodium sulfate) and stripped to give 3-tert-butyl-4-methoxybenzoic acid (0.... Isolated yield 93.6%. Starting materials: BrC1=CC=C(CN2C(N(C(C3=C2C2=C(S3)C=CC=C2)=O)O)=O)C=C1 (1-(4-Bromo-benzyl)-3-hydroxy-1H-benzo[4,5]thieno[3,2-d]pyrimidine-2,4-dione), C(C)(=O)C1=CC=C(C=C1)B(O)O (4-acetylphenylboronic acid). Product: C(C)(=O)C1=CC=C(C=C1)C1=CC=C(C=C1)CN1C(N(C(C2=C1C1=C(S2)C=CC=C1)=O)O)=O (1-(4′-Acetyl-biphenyl-4-ylmethyl)-3-hydroxy-1H-benzo[4,5]thieno[3,2-d]pyrimidine-2,4-dione). As a reaction SMILES: Br[C:2]1[CH:24]=[CH:23][C:5]([CH2:6][N:7]2[C:12]3[C:13]4[CH:19]=[CH:18][CH:17]=[CH:16][C:14]=4[S:15][C:11]=3[C:10](=[O:20])[N:9]([OH:21])[C:8]2=[O:22])=[CH:4][CH:3]=1.[C:25]([C:28]1[CH:33]=[CH:32][C:31](B(O)O)=[CH:30][CH:29]=1)(=[O:27])[CH3:26]>>[C:25]([C:28]1[CH:33]=[CH:32][C:31]([C:2]2[CH:3]=[CH:4][C:5]([CH2:6][N:7]3[C:12]4[C:13]5[CH:19]=[CH:18][CH:17]=[CH:16][C:14]=5[S:15][C:11]=4[C:10](=[O:20])[N:9]([OH:21])[C:8]3=[O:22])=[CH:23][CH:24]=2)=[CH:30][CH:29]=1)(=[O:27])[CH3:26]. Procedure details: 1-(4-Bromo-benzyl)-3-hydroxy-1H-benzo[4,5]thieno[3,2-d]pyrimidine-2,4-dione was treated with 4-acetylphenylboronic acid according to general procedure C. The title compound was obtained as a yellow solid following purification by preparative HPLC. 1H NMR (d6-DMSO, 300 MHz) δ 2.63 (s, 3H); 5.80 (s, 2H); 7.70-8.20 (m, 12H); Ret. time=2.89, m/z=441.0. The reactants are CN(C)C=O, ClCCCl, ClCCCl, CC(C)(C)C(=O)C(=Cc1ccc(Cl)cc1Cl)n1cncn1, Cl. Product: CC(C)(C)C(O)C(=Cc1ccc(Cl)cc1Cl)n1cncn1. RXN SMILES: [CH3:27][N:28]([CH3:29])[CH:30]=[O:31].[Cl:1][CH2:2][CH2:3][Cl:4].[Cl:32][CH2:33][CH2:34][Cl:35].[Cl:5][c:6]1[c:7]([CH:13]=[C:14]([C:15]([C:16]([CH3:17])([CH3:18])[CH3:19])=[O:20])[n:21]2[n:22][cH:23][n:24][cH:25]2)[cH:8][cH:9][c:10]([Cl:12])[cH:11]1.[ClH:26]>>[Cl:5][c:6]1[c:7]([CH:13]=[C:14]([CH:15]([C:16]([CH3:17])([CH3:18])[CH3:19])[OH:20])[n:21]2[n:22][cH:23][n:24][cH:25]2)[cH:8][cH:9][c:10]([Cl:12])[cH:11]1. Starting materials: O=C([O-])[O-], C#CCN, O=C(Cl)N1CC(Oc2ccc(Cl)cc2)C1, [K+], [K+], C1CCOC1, O. The product is C#CCNC(=O)N1CC(Oc2ccc(Cl)cc2)C1. As a reaction SMILES: [C:16](=[O:17])([O-:18])[O-:19].[CH2:22]([C:23]#[CH:24])[NH2:25].[Cl:1][c:2]1[cH:3][cH:4][c:5]([O:6][CH:7]2[CH2:8][N:9]([C:11](=[O:12])[Cl:13])[CH2:10]2)[cH:14][cH:15]1.[K+:20].[K+:21].[O:26]1[CH2:27][CH2:28][CH2:29][CH2:30]1.[OH2:31]>>[Cl:1][c:2]1[cH:3][cH:4][c:5]([O:6][CH:7]2[CH2:8][N:9]([C:11](=[O:12])[NH:25][CH2:22][C:23]#[CH:24])[CH2:10]2)[cH:14][cH:15]1.